This data is from the Open Reaction Database (ORD), a public repository of structured organic reaction records. The task is: describe an organic reaction: reactants, conditions, products, and yield Starting materials: C1(=CC=CC=C1)[Li] (Phenyllithium), C(C1=CC=CC=C1)=NCP(OCC)(OCC)=O (diethyl N-benzylidene-aminomethylphosphonate), solution, C(=O)=O (dry-ice), ClC(=O)OCC(Cl)(Cl)Cl (trichloroethyl chloroformate), crude product. Run in O1CCCC1 (tetrahydrofuran), C(C)(=O)OCC.CC(=O)C (ethyl acetate acetone), C1=CC=CC=C1.C(C)OCC (benzene ethyl ether), O1CCCC1 (tetrahydrofuran). Reaction conditions: temperature -78 celsius, time 30 minute. Yields the product C(C1=CC=CC=C1)=NC(C(=O)OCC(Cl)(Cl)Cl)P(=O)(OCC)OCC (trichloroethyl N-benzylidene-α-amino-diethylphosphonoacetate). RXN SMILES: C1([Li])C=CC=CC=1.C(=O)=O.[CH:11](=[N:18][CH2:19][P:20](=[O:27])([O:24][CH2:25][CH3:26])[O:21][CH2:22][CH3:23])[C:12]1[CH:17]=[CH:16][CH:15]=[CH:14][CH:13]=1.Cl[C:29]([O:31][CH2:32][C:33]([Cl:36])([Cl:35])[Cl:34])=[O:30]>O1CCCC1.C(OCC)(=O)C.CC(C)=O.C1C=CC=CC=1.C(OCC)C>[CH:11](=[N:18][CH:19]([P:20]([O:24][CH2:25][CH3:26])([O:21][CH2:22][CH3:23])=[O:27])[C:29]([O:31][CH2:32][C:33]([Cl:36])([Cl:35])[Cl:34])=[O:30])[C:12]1[CH:13]=[CH:14][CH:15]=[CH:16][CH:17]=1 |f:5.6,7.8|. Reported procedure: Phenyllithium (12.5 ml. of a 2.0M solution in 7:3 benzene-ethyl ether) is added to a dry-ice cooled, stirring solution of diethyl N-benzylidene-aminomethylphosphonate (6.073 g., 23.8 mMol) in dry tetrahydrofuran (130 ml.). After having been stirred for 30 minutes at -78°C. under a N2 atmosphere, the solution is treated dropwise over 25 minutes with a solution of trichloroethyl chloroformate (5.04 g., 23.8 mMol) in dry tetrahydrofuran (25 ml.). The resulting solution is stirred an additional 2 ho...